This data is from the Open Reaction Database (ORD), a public repository of structured organic reaction records. The task is: describe an organic reaction: reactants, conditions, products, and yield Starting materials: COc1cc(C(F)(F)F)cc(SC)c1C(=O)O, Cc1ccccc1, O=S(Cl)Cl. Product: COc1cc(C(F)(F)F)cc(SC)c1C(=O)Cl. RXN SMILES: [CH3:1][O:2][c:3]1[c:4]([C:5](=[O:6])[OH:7])[c:8]([S:16][CH3:17])[cH:9][c:10]([C:12]([F:13])([F:14])[F:15])[cH:11]1.[CH3:22][c:23]1[cH:24][cH:25][cH:26][cH:27][cH:28]1.[S:18]([Cl:19])([Cl:20])=[O:21]>>[CH3:1][O:2][c:3]1[c:4]([C:5](=[O:6])[Cl:20])[c:8]([S:16][CH3:17])[cH:9][c:10]([C:12]([F:13])([F:14])[F:15])[cH:11]1. Reactants: C(C)(=O)N1C(N(C(C1Cl)Cl)C(C)=O)=O (1,3-diacetyl-4,5-dichloro-imidazolidin-2-one), CN(C=O)C (dimethylformamide), O (water). The reagents and catalysts are [Zn] (zinc), [Zn] (zinc). The solvent is C(C)OCC (diethyl ether). Yields the product C(C)(=O)N1C(N(C=C1)C(C)=O)=O (1,3-diacetyl-4-imidazolin-2-one). Isolated yield 95.2%. Reaction SMILES: [C:1]([N:4]1[CH:8](Cl)[CH:7](Cl)[N:6]([C:11](=[O:13])[CH3:12])[C:5]1=[O:14])(=[O:3])[CH3:2].CN(C)C=O.O>C(OCC)C.[Zn]>[C:11]([N:6]1[CH:7]=[CH:8][N:4]([C:1](=[O:3])[CH3:2])[C:5]1=[O:14])(=[O:13])[CH3:12]. Procedure details: Activated zinc (from 63.5 g (1.0 mol) of zinc), prepared in accordance with J. Org. Chem. 29, 2049 (1964), are added in portions to a boiling solution of 119.5 g (0.5 mol) of recrystallised 1,3-diacetyl-4,5-dichloro-imidazolidin-2-one and 8 ml of dimethylformamide in 400 ml of dry diethyl ether and the mixture is heated under reflux until conversion is complete (16 hours). After the reaction solution has cooled, 200 ml of water are added to it, and the mixture is filtered. The filter cake is was... Starting materials: CC(C)([O-])C.[K+] (potassium t-butoxide), C1COCCOCCOCCOCCOCCO1 (18-crown-6), CI (methyl iodide), CC1=CNC2=C1C(NCCC2=O)=O (3-methyl-1,4,5,6,7,8-hexahydropyrrolo[3,2-c]azepine-4,8-dione), CC(C)([O-])C.[K+] (potassium t-butoxide), CI (methyl iodide), CC(C)([O-])C.[K+] (potassium t-butoxide), CI (methyl iodide). Run in C1CCOC1 (THF), C1CCOC1 (THF), C1CCOC1 (THF), CN(C)C=O (DMF), CN(C)C=O (DMF). Yields the product CN1C=C(C=2C(NCCC(C21)=O)=O)C (1,3-dimethyl-1,4,5,6,7,8-hexahydropyrrolo[3,2-c]azepine-4,8-dione). RXN SMILES: [CH3:1][C:2](C)([O-:4])[CH3:3].[K+].C1OCCOCCOCCOCCOCCOC1.[CH3:25][C:26]1[C:30]2[C:31](=[O:37])[NH:32][CH2:33]CC(=O)[C:29]=2[NH:28][CH:27]=1.CI>C1COCC1.CN(C=O)C>[CH3:29][N:28]1[C:3]2[C:2](=[O:4])[CH2:1][CH2:33][NH:32][C:31](=[O:37])[C:30]=2[C:26]([CH3:25])=[CH:27]1 |f:0.1|. Procedure: To a suspension of potassium t-butoxide (1.62 g, 14.4 mmole) and 18-crown-6 (317 mg, 1.2 mmole) in THF (20 ml), a suspension of 3-methyl-1,4,5,6,7,8-hexahydropyrrolo[3,2-c]azepine-4,8-dione (2.12 g, 12 mmole) in THF (20 ml) and a solution of methyl iodide (2.55 g, 18 mmole) in THF (5 ml) were successively added dropwise, and the reaction mixture was stirred at room temperature. Twenty-four hours later, a solution of-potassium t-butoxide (0.81 g, 7.2 mmole) and methyl iodide (1.28 g, 9.0 mmole) i... Reaction conditions: time 24 hour. The reactants are N1CC(CCC1)CNC(OC(C)(C)C)=O (1,1-dimethylethyl [(piperidin-3-yl)methyl]carbamate), ClC1=NC=CC(=N1)C(=O)N (2-chloropyrimidine-4-carboxamide), C([O-])([O-])=O.[K+].[K+] (potassium carbonate), [I-].[Na+] (sodium iodide). Procedure details: 10 g (0.0467 mol) of 1,1-dimethylethyl [(piperidin-3-yl)methyl]carbamate, 7.5 g (0.0476 mol) of 2-chloropyrimidine-4-carboxamide, 9.7 g (0.07 mol) of potassium carbonate, 0.3 g of sodium iodide and 230 ml of N,N-dimethylformamide are introduced into a 1 liter, three-necked round bottom flask. The mixture is stirred for 24 hours at room temperature, under argon atmosphere, and is then poured into 500 ml of water. The mixture is extracted with dichloromethane, the organic phase is washed with wate... The product is NC(=O)C1=NC(=NC=C1)N1CC(CCC1)CNC(OC(C)(C)C)=O (1,1-Dimethylethyl [[1-[4-(aminocarbonyl)pyrimidin-2-yl]piperidin-3-yl]methyl]carbamate). The solvent is CN(C=O)C (N,N-dimethylformamide), O (water). Reaction SMILES: [NH:1]1[CH2:6][CH2:5][CH2:4][CH:3]([CH2:7][NH:8][C:9](=[O:15])[O:10][C:11]([CH3:14])([CH3:13])[CH3:12])[CH2:2]1.Cl[C:17]1[N:22]=[C:21]([C:23]([NH2:25])=[O:24])[CH:20]=[CH:19][N:18]=1.C(=O)([O-])[O-].[K+].[K+].[I-].[Na+]>O.CN(C)C=O>[NH2:25][C:23]([C:21]1[CH:20]=[CH:19][N:18]=[C:17]([N:1]2[CH2:6][CH2:5][CH2:4][CH:3]([CH2:7][NH:8][C:9](=[O:15])[O:10][C:11]([CH3:12])([CH3:14])[CH3:13])[CH2:2]2)[N:22]=1)=[O:24] |f:2.3.4,5.6|. Starting materials: C1(=CC=CC=C1)C(CC1=CC=CC=C1)=O (1,2-diphenylethanone), C(C)OC1=C(C(=O)OCC)C=CC(=C1)C=O (ethyl 2-ethoxy-4-formylbenzoate), C(C)OC1=C(C(=O)OCC)C=CC(=C1)C=O (ethyl 2-ethoxy-4-formylbenzoate), NC(=O)N (urea), Cl (HCl). The solvent is CCO (EtOH). Conditions: temperature 90 celsius, time 16 hour. Product: C(C)OC1=C(C(=O)OCC)C=CC(=C1)C1NC(NC(=C1C1=CC=CC=C1)C1=CC=CC=C1)=O (ethyl 2-ethoxy-4-(2-oxo-5,6-diphenyl-1,2,3,4-tetrahydropyrimidin-4-yl)benzoate). Reaction SMILES: [C:1]1([C:7](=O)[CH2:8][C:9]2[CH:14]=[CH:13][CH:12]=[CH:11][CH:10]=2)[CH:6]=[CH:5][CH:4]=[CH:3][CH:2]=1.[CH2:16]([O:18][C:19]1[CH:29]=[C:28]([CH:30]=O)[CH:27]=[CH:26][C:20]=1[C:21]([O:23][CH2:24][CH3:25])=[O:22])[CH3:17].[NH2:32][C:33]([NH2:35])=[O:34].Cl>CCO>[CH2:16]([O:18][C:19]1[CH:29]=[C:28]([CH:30]2[C:8]([C:9]3[CH:14]=[CH:13][CH:12]=[CH:11][CH:10]=3)=[C:7]([C:1]3[CH:6]=[CH:5][CH:4]=[CH:3][CH:2]=3)[NH:35][C:33](=[O:34])[NH:32]2)[CH:27]=[CH:26][C:20]=1[C:21]([O:23][CH2:24][CH3:25])=[O:22])[CH3:17]. Procedure details: To a solution of 1,2-diphenylethanone (53 mg, 0.270 mmol), ethyl 2-ethoxy-4-formylbenzoate (Intermediate 48) (50 mg, 0.225 mmol) and urea (41 mg, 0.675 mmol) in EtOH (2.5 mL) was added concentrated HCl (0.1 mL). The mixture was stirred at 90° C. for 16 h. The volatiles were removed under reduced pressure to afford crude ethyl 2-ethoxy-4-(2-oxo-5,6-diphenyl-1,2,3,4-tetrahydropyrimidin-4-yl)benzoate, which was dissolved in THF/H2O/MeOH (v/v/v=1/1/1, 0.6 mL) followed by addition of lithium hydroxid...